Dataset: the Open Reaction Database (ORD), a public repository of structured organic reaction records. Task: describe an organic reaction: reactants, conditions, products, and yield Reactants: BrC1=CC=C(C=C1)C(=CCCl)C=1C=NC=CC1 (3-(4-bromophenyl)-3-(3-pyridyl)-allylchloride), CNC (dimethylamine). Solvent: solvent. Conditions: time 2 hour. Yields the product CN(C)CC=C(C=1C=NC=CC1)C1=CC=C(C=C1)Br (N,N-dimethyl-3-(4-bromophenyl)-3-(3-pyridyl)-allylamine). RXN SMILES: [Br:1][C:2]1[CH:7]=[CH:6][C:5]([C:8]([C:12]2[CH:13]=[N:14][CH:15]=[CH:16][CH:17]=2)=[CH:9][CH2:10]Cl)=[CH:4][CH:3]=1.[CH3:18][NH:19][CH3:20]>>[CH3:18][N:19]([CH2:10][CH:9]=[C:8]([C:5]1[CH:6]=[CH:7][C:2]([Br:1])=[CH:3][CH:4]=1)[C:12]1[CH:13]=[N:14][CH:15]=[CH:16][CH:17]=1)[CH3:20]. Procedure details: The brown solution of the chloride from step 3 (from 0.1 moles ketone) in ca 160 ml of solvent was stirred at ca 0° C. and 26 g dimethylamine were added in one portion. This solution was stirred at 0°-5° C. for 2 hours. The solvent was then evaporated. A crude brown oil of the desired end product was obtained. Starting materials: CC1(C)CC2(CC(C)(C)N1)OCCO2, Clc1nc(Cl)nc(Cl)n1, Cc1ccccc1C. Yields the product CC1(C)CC2(CC(C)(C)N1c1nc(Cl)nc(Cl)n1)OCCO2. Reaction SMILES: [CH2:10]1[O:11][C:12]2([CH2:13][C:14]([CH3:20])([CH3:21])[NH:15][C:16]([CH3:18])([CH3:19])[CH2:17]2)[O:22][CH2:23]1.[Cl:1][c:2]1[n:3][c:4]([Cl:5])[n:6][c:7]([Cl:8])[n:9]1.[c:24]1([CH3:25])[c:26]([CH3:27])[cH:28][cH:29][cH:30][cH:31]1>>[c:2]1([N:15]2[C:14]([CH3:20])([CH3:21])[CH2:13][C:12]3([O:11][CH2:10][CH2:23][O:22]3)[CH2:17][C:16]2([CH3:18])[CH3:19])[n:3][c:4]([Cl:5])[n:6][c:7]([Cl:8])[n:9]1. Reactants: C[P+](C)(C)CC#N, CCC#N, CCN(C(C)C)C(C)C, CNC(=O)c1ccc(N2CCNCC2)c(Cl)c1, [I-], O=c1[nH]c2cc(CO)cnc2c2cccn12. The product is CNC(=O)c1ccc(N2CCN(Cc3cnc4c(c3)[nH]c(=O)n3cccc43)CC2)c(Cl)c1. RXN SMILES: [C:35]([CH2:36][P+:37]([CH3:38])([CH3:39])[CH3:40])#[N:41].[C:51](#[N:52])[CH2:53][CH3:54].[CH2:42]([N:43]([CH:44]([CH3:45])[CH3:46])[CH:47]([CH3:48])[CH3:49])[CH3:50].[Cl:17][c:18]1[cH:19][c:20]([C:21](=[O:22])[NH:23][CH3:24])[cH:25][cH:26][c:27]1[N:28]1[CH2:29][CH2:30][NH:31][CH2:32][CH2:33]1.[I-:34].[OH:1][CH2:2][c:3]1[cH:4][c:5]2[c:6]([c:7]3[n:8]([c:9](=[O:11])[nH:10]2)[cH:12][cH:13][cH:14]3)[n:15][cH:16]1>>[CH2:2]([c:3]1[cH:4][c:5]2[c:6]([c:7]3[n:8]([c:9](=[O:11])[nH:10]2)[cH:12][cH:13][cH:14]3)[n:15][cH:16]1)[N:31]1[CH2:30][CH2:29][N:28]([c:27]2[c:18]([Cl:17])[cH:19][c:20]([C:21](=[O:22])[NH:23][CH3:24])[cH:25][cH:26]2)[CH2:33][CH2:32]1. Starting materials: CCc1ccc(F)c(Br)c1, C1COCCN1, Cc1ccccc1, CC(C)(C)[O-], [Na+], O=C(C=Cc1ccccc1)C=Cc1ccccc1, O=C(C=Cc1ccccc1)C=Cc1ccccc1, O=C(C=Cc1ccccc1)C=Cc1ccccc1, [Pd], [Pd], c1ccc(P(c2ccccc2)c2ccc3ccccc3c2-c2c(P(c3ccccc3)c3ccccc3)ccc3ccccc23)cc1. The product is CCc1ccc(F)c(N2CCOCC2)c1. As a reaction SMILES: [Br:1][c:2]1[c:3]([F:10])[cH:4][cH:5][c:6]([CH2:8][CH3:9])[cH:7]1.[CH2:63]1[CH2:64][O:65][CH2:66][CH2:67][NH:68]1.[CH3:125][c:126]1[cH:127][cH:128][cH:129][cH:130][cH:131]1.[CH3:57][C:58]([CH3:59])([O-:60])[CH3:61].[Na+:62].[O:107]=[C:108]([CH:109]=[CH:110][c:111]1[cH:112][cH:113][cH:114][cH:115][cH:116]1)[CH:117]=[CH:118][c:119]1[cH:120][cH:121][cH:122][cH:123][cH:124]1.[O:71]=[C:72]([CH:73]=[CH:74][c:75]1[cH:76][cH:77][cH:78][cH:79][cH:80]1)[CH:81]=[CH:82][c:83]1[cH:84][cH:85][cH:86][cH:87][cH:88]1.[O:89]=[C:90]([CH:91]=[CH:92][c:93]1[cH:94][cH:95][cH:96][cH:97][cH:98]1)[CH:99]=[CH:100][c:101]1[cH:102][cH:103][cH:104][cH:105][cH:106]1.[Pd:69].[Pd:70].[cH:11]1[cH:12][cH:13][c:14]([P:15]([c:16]2[cH:17][cH:18][c:19]3[c:20]([cH:21][cH:22][cH:23][cH:24]3)[c:25]2-[c:26]2[c:27]3[c:28]([cH:29][cH:30][cH:31][cH:32]3)[cH:33][cH:34][c:35]2[P:36]([c:37]2[cH:38][cH:39][cH:40][cH:41][cH:42]2)[c:43]2[cH:44][cH:45][cH:46][cH:47][cH:48]2)[c:49]2[cH:50][cH:51][cH:52][cH:53][cH:54]2)[cH:55][cH:56]1>>[c:2]1([N:68]2[CH2:63][CH2:64][O:65][CH2:66][CH2:67]2)[c:3]([F:10])[cH:4][cH:5][c:6]([CH2:8][CH3:9])[cH:7]1. The reactants are C(C1=CC=CC=C1)OC(=O)NC1=CC=CC=2C(C3=CC=CC=C3C(C12)=O)=O (1-benzyloxycarbonylaminoanthraquinone), [OH-].[Na+] (sodium hydroxide). Solvent: C(C)O (ethanol). Product: NC1=CC=CC=2C(C3=CC=CC=C3C(C12)=O)=O (1-aminoanthraquinone). The yield is 96.1%. As a reaction SMILES: C(OC([NH:11][C:12]1[C:25]2[C:24](=[O:26])[C:23]3[C:18](=[CH:19][CH:20]=[CH:21][CH:22]=3)[C:17](=[O:27])[C:16]=2[CH:15]=[CH:14][CH:13]=1)=O)C1C=CC=CC=1.[OH-].[Na+]>C(O)C>[NH2:11][C:12]1[C:25]2[C:24](=[O:26])[C:23]3[C:18](=[CH:19][CH:20]=[CH:21][CH:22]=3)[C:17](=[O:27])[C:16]=2[CH:15]=[CH:14][CH:13]=1 |f:1.2|. Procedure details: 0.50 g of 1-benzyloxycarbonylaminoanthraquinone, 25 ml of ethanol and 25 ml of 50% strength aqueous sodium hydroxide solution were heated under reflux for 6 hours and the solution was then concentrated in vacuo. The residue was taken up in chloroform/water, the phases were separated and the organic phase was washed twice with water. The organic phase was concentrated in vacuo and 0.30 g of 1-aminoanthraquinone (99% pure; 95% of theory) was obtained. Starting materials: CS(=O)(=O)C1=NC=CC(=N1)N1C=NC2=C1C=CC=C2 (2-Methanesulfonyl-4-[benzimidazol-1-yl]pyrimidine), NC(C)C1CN(CCC1)C(=O)OCC1=CC=CC=C1 (3-(1-aminoethyl)-1-(Benzyloxycarbonyl)piperidine). The solvent is CN(C)C=O (DMF), CCOC(=O)C (EtOAc), C1(=CC=CC=C1)C (toluene). Yields the product C(C1=CC=CC=C1)OC(=O)N1CC(CCC1)C(C)NC1=NC=CC(=N1)N1C=NC2=C1C=CC=C2 (2-[1-(1-Benzyloxycarbonylpiperidin-3-yl)-ethylamino]-4-[benzimidazol-1-yl]-pyrimdine). Yield: 54.8%. As a reaction SMILES: CS([C:5]1[N:10]=[C:9]([N:11]2[C:15]3[CH:16]=[CH:17][CH:18]=[CH:19][C:14]=3[N:13]=[CH:12]2)[CH:8]=[CH:7][N:6]=1)(=O)=O.[NH2:20][CH:21]([CH:23]1[CH2:28][CH2:27][CH2:26][N:25]([C:29]([O:31][CH2:32][C:33]2[CH:38]=[CH:37][CH:36]=[CH:35][CH:34]=2)=[O:30])[CH2:24]1)[CH3:22]>CN(C=O)C.C1(C)C=CC=CC=1.CCOC(C)=O>[CH2:32]([O:31][C:29]([N:25]1[CH2:26][CH2:27][CH2:28][CH:23]([CH:21]([NH:20][C:5]2[N:10]=[C:9]([N:11]3[C:15]4[CH:16]=[CH:17][CH:18]=[CH:19][C:14]=4[N:13]=[CH:12]3)[CH:8]=[CH:7][N:6]=2)[CH3:22])[CH2:24]1)=[O:30])[C:33]1[CH:38]=[CH:37][CH:36]=[CH:35][CH:34]=1. Procedure: 2-Methanesulfonyl-4-[benzimidazol-1-yl]pyrimidine (EXAMPLE 1) (1.1 g, 4.0 mmol) was dissolved in DMF (10 mL), and to this was added 3-(1-aminoethyl)-1-(Benzyloxycarbonyl)piperidine (950 mg, 3.6 mmol) in toluene (10 mL). The mixture was placed in an oil bath at 100° C. and heated for 5 h. After cooling, the reaction mixture was diluted with EtOAc (80 mL) and was washed with H2O (4×40 mL) followed by brine. The organic extract was dried over Na2SO4 and purified by flash chromatography using 3:7 ac... Reactants: COC=1C=C2CCC(C2=CC1)=O (5-methoxyindanone), C1(=CC=CC=C1)C (toluene), [Cl-].[NH4+] (ammonium chloride), C1(=CC=CC=C1)C (toluene), CC(C)([O-])C.[K+] (potassium t-butoxide), CI (methyl iodide). Solvent: C(C)(=O)OCC (ethyl acetate), C(C)(C)(C)O (t-butanol). The product is COC=1C=C2CC(C(C2=CC1)=O)(C)C (5-methoxy-2,2-dimethylindanone). RXN SMILES: C[C:2](C)([O-:4])C.[K+].COC1C=[C:11]2[C:15](=[CH:16]C=1)[C:14](=[O:18])CC2.CI.[Cl-].[NH4+].[C:23]1([CH3:29])[CH:28]=[CH:27][CH:26]=[CH:25][CH:24]=1>C(O)(C)(C)C.C(OCC)(=O)C>[CH3:2][O:4][C:25]1[CH:24]=[C:23]2[C:28](=[CH:27][CH:26]=1)[C:14](=[O:18])[C:15]([CH3:16])([CH3:11])[CH2:29]2 |f:0.1,4.5|. Procedure details: 7.78 g of potassium t-butoxide was dissolved in 66.3 ml of t-butanol and 150 ml of toluene. Thereafter, 5.00 g of 5-methoxyindanone dissolved in 170 ml of toluene was added dropwise to the reaction solution at room temperature. Approximately 10 minutes later, 4.79 ml of methyl iodide was added to the reaction solution. After completion of the reaction, a saturated ammonium chloride aqueous solution and ethyl acetate were added to the reaction solution, so as to separate an organic layer. The org...